This data is from the Open Reaction Database (ORD), a public repository of structured organic reaction records. The task is: describe an organic reaction: reactants, conditions, products, and yield The reactants are [Br-], CCCC[N+](CCCC)(CCCC)CCCC, C1CC2CCC1N2, ClCCl, Cl, O=[N+]([O-])c1ccc(F)cc1C(F)(F)F, [K+], [OH-]. Product: O=[N+]([O-])c1ccc(N2C3CCC2CC3)cc1C(F)(F)F. RXN SMILES: [Br-:28].[CH2:29]([N+:30]([CH2:31][CH2:32][CH2:33][CH3:34])([CH2:35][CH2:36][CH2:37][CH3:38])[CH2:39][CH2:40][CH2:41][CH3:42])[CH2:43][CH2:44][CH3:45].[CH:18]12[CH2:19][CH2:20][CH:21]([CH2:22][CH2:23]1)[NH:24]2.[Cl:25][CH2:26][Cl:27].[ClH:17].[F:1][c:2]1[cH:3][c:4]([C:11]([F:12])([F:13])[F:14])[c:5]([N+:8](=[O:9])[O-:10])[cH:6][cH:7]1.[K+:16].[OH-:15]>>[c:2]1([N:24]2[CH:18]3[CH2:19][CH2:20][CH:21]2[CH2:22][CH2:23]3)[cH:3][c:4]([C:11]([F:12])([F:13])[F:14])[c:5]([N+:8](=[O:9])[O-:10])[cH:6][cH:7]1.